This data is from the Open Reaction Database (ORD), a public repository of structured organic reaction records. The task is: describe an organic reaction: reactants, conditions, products, and yield Reactants: C(C(=O)O)(=O)O.O(C1=CC=CC=C1)C=1C=CC=2C[C@@H]3[C@@H]4CCCC[C@@]4(C2C1)CCN3CCC3=CC=CC=C3 ((-)-3-phenoxy-N-phenethylmorphinan oxalate), CO (MeOH), C(C(=O)O)(=O)O (oxalic acid). Solvent: CCOCC (ether), CCOCC (ether). The product is O(C1=CC=CC=C1)C=1C=CC=2C[C@@H]3[C@@H]4CCCC[C@@]4(C2C1)CCN3CCC3=CC=CC=C3 ((-)-3-Phenoxy-N-phenethylmorphinan). As a reaction SMILES: C(O)(=O)C(O)=O.C(O)(=O)C(O)=O.[O:13]([C:20]1[CH:21]=[CH:22][C:23]2[CH2:24][C@H:25]3[N:36]([CH2:37][CH2:38][C:39]4[CH:44]=[CH:43][CH:42]=[CH:41][CH:40]=4)[CH2:35][CH2:34][C@@:31]4([C:32]=2[CH:33]=1)[C@H:26]3[CH2:27][CH2:28][CH2:29][CH2:30]4)[C:14]1[CH:19]=[CH:18][CH:17]=[CH:16][CH:15]=1.CO>CCOCC>[O:13]([C:20]1[CH:21]=[CH:22][C:23]2[CH2:24][C@H:25]3[N:36]([CH2:37][CH2:38][C:39]4[CH:40]=[CH:41][CH:42]=[CH:43][CH:44]=4)[CH2:35][CH2:34][C@@:31]4([C:32]=2[CH:33]=1)[C@H:26]3[CH2:27][CH2:28][CH2:29][CH2:30]4)[C:14]1[CH:15]=[CH:16][CH:17]=[CH:18][CH:19]=1 |f:1.2|. Procedure: To the above base, 3.2 g. (0.007 mol) in ether, a solution of 0.8 g. of oxalic acid in ether was added. The crude oxalate was recrystallized twice from ethanol to give 1.7 g. (39%) of pure (-)-3-phenoxy-N-phenethylmorphinan oxalate, m.p. 217°-219°, [α]D25 =-72.17° (c 1.06, MeOH).